Dataset: the Open Reaction Database (ORD), a public repository of structured organic reaction records. Task: describe an organic reaction: reactants, conditions, products, and yield Starting materials: ClC=1C=C(C=CC1F)NC1=NC=NC2=CC(=C(C=C12)[N+](=O)[O-])OCC1CC1 (4-[(3-chloro-4-fluorophenyl)amino]-7-cyclopropylmethoxy-6-nitroquinazoline), C(C)(=O)O (acetic acid), O (water). Reagents/catalysts: [Fe] (iron). Run in C(C)O (ethanol). Run at time 30 minute. Yields the product NC=1C=C2C(=NC=NC2=CC1OCC1CC1)NC1=CC(=C(C=C1)F)Cl (6-Amino-4-[(3-chloro-4-fluorophenyl)amino]-7-cyclopropylmethoxyquinazoline). As a reaction SMILES: [Cl:1][C:2]1[CH:3]=[C:4]([NH:9][C:10]2[C:19]3[C:14](=[CH:15][C:16]([O:23][CH2:24][CH:25]4[CH2:27][CH2:26]4)=[C:17]([N+:20]([O-])=O)[CH:18]=3)[N:13]=[CH:12][N:11]=2)[CH:5]=[CH:6][C:7]=1[F:8].C(O)(=O)C.O>C(O)C.[Fe]>[NH2:20][C:17]1[CH:18]=[C:19]2[C:14](=[CH:15][C:16]=1[O:23][CH2:24][CH:25]1[CH2:27][CH2:26]1)[N:13]=[CH:12][N:11]=[C:10]2[NH:9][C:4]1[CH:5]=[CH:6][C:7]([F:8])=[C:2]([Cl:1])[CH:3]=1. Reported procedure: 36.02 g of 4-[(3-chloro-4-fluorophenyl)amino]-7-cyclopropylmethoxy-6-nitroquinazoline are suspended in a mixture of 1080 ml of ethanol, 144 ml of glacial acetic acid, and 360 ml of water and refluxed, during which time the substance goes into solution. 20.70 g of iron powder are then carefully added in batches. After 30 minutes, the reaction is complete and the reaction mixture is evaporated to dryness. The residue is taken up in 1200 ml of methylene chloride/methanol (9:1) and made alkaline wit... The reactants are C(CCC)[Li] (butyllithium), solution, [Li]CCCC (BuLi), C([O-])(O)=O.[Na+] (sodium bicarbonate), BrC=1C=CC=2N(C1)C=C(N2)C(F)(F)F (6-bromo-2-trifluoromethyl-imidazo[1,2-a]pyridine), B(OC)(OC)OC (trimethyl borate), Cl (hydrochloric acid). The solvent is CCCCCC (hexane), C(C)OCC (diethyl ether). Reaction conditions: temperature -20 celsius, time 30 minute. Yields the product FC(C=1N=C2N(C=C(C=C2)B(O)O)C1)(F)F (2-trifluoromethyl-imidazo[1,2-a]pyridine-6-boronic acid). Yield: 11.4%. RXN SMILES: Br[C:2]1[CH:3]=[CH:4][C:5]2[N:6]([CH:8]=[C:9]([C:11]([F:14])([F:13])[F:12])[N:10]=2)[CH:7]=1.[B:15](OC)([O:18]C)[O:16]C.C([Li])CCC.Cl.C(=O)(O)[O-].[Na+]>C(OCC)C.CCCCCC>[F:12][C:11]([F:14])([F:13])[C:9]1[N:10]=[C:5]2[CH:4]=[CH:3][C:2]([B:15]([OH:18])[OH:16])=[CH:7][N:6]2[CH:8]=1 |f:4.5|. Procedure: To a cooled (−78° C.) solution of 6-bromo-2-trifluoromethyl-imidazo[1,2-a]pyridine p (5.66 mmol, 1.50 g) and trimethyl borate (1.2 equiv., 6.79 mmol, 0.706 g) in diethyl ether (7 ml) under N2-atmosphere was added dropwise butyllithium (1.2 equiv., 6.79 mmol, 2.72 ml of a solution 2.5 M BuLi in hexane) over a period of 10 minutes. After 30 min, the solution was warmed to −20° C. and 2N hydrochloric acid (7.5 ml) was added dropwise. The mixture was partitioned between water (50 ml) and diethyl eth... The reactants are CO, C#CCOC(=O)c1cc(F)c(OCC#C)c(OC)c1, [Na+], [OH-]. The product is C#CCOc1c(F)cc(C(=O)O)cc1OC. As a reaction SMILES: [CH3:22][OH:23].[F:1][c:2]1[cH:3][c:4]([C:5](=[O:6])[O:7][CH2:8][C:9]#[CH:10])[cH:11][c:12]([O:18][CH3:19])[c:13]1[O:14][CH2:15][C:16]#[CH:17].[Na+:21].[OH-:20]>>[F:1][c:2]1[cH:3][c:4]([C:5](=[O:6])[OH:7])[cH:11][c:12]([O:18][CH3:19])[c:13]1[O:14][CH2:15][C:16]#[CH:17]. The reactants are BrCC1=C(C=C(C(=O)OC)C=C1Br)Br (methyl 4bromomethyl-3,5-dibromo-benzoate), BrCC1=C(C=C(C(=O)OC)C=C1Br)Br (methyl 4bromomethyl-3,5-dibromo-benzoate), C[N+]1(CCOCC1)[O-] (N-methylmorpholine N-oxide). The solvent is [Cl-].[Na+].O (brine), C(C)#N (acetonitrile). Run at temperature 50 celsius. Yields the product BrC=1C=C(C(=O)OC)C=C(C1C=O)Br (Methyl 3,5-dibromo-4-formylbenzoate). RXN SMILES: Br[CH2:2][C:3]1[C:12]([Br:13])=[CH:11][C:6]([C:7]([O:9][CH3:10])=[O:8])=[CH:5][C:4]=1[Br:14].C[N+]1([O-])CC[O:19]CC1>C(#N)C.[Cl-].[Na+].O>[Br:14][C:4]1[CH:5]=[C:6]([CH:11]=[C:12]([Br:13])[C:3]=1[CH:2]=[O:19])[C:7]([O:9][CH3:10])=[O:8] |f:3.4.5|. Procedure details: Methyl 3,5-dibromo-4-(bromomethyl)benzoate (INTERMEDIATE 24) (3.9 g) was dissolved in acetonitrile (100 mL) and to this was added 4 Å molecular sieves and N-methylmorpholine N-oxide (1.18 g) and the reaction heated to 50° C. for 12 h. The reaction mixture was poured into brine and extracted into ethyl acetate, dried over MgSO4 and concentrated. The residue was purified by silica gel chromatography eluting with 90% hexane:10% ethyl acetate to give the title compound. 1H NMR (500 MHz, CDCl3): δ 10... Reactants: saturated solution, C(\C=C\C(=O)O)(=O)O (fumaric acid), [OH-].[Na+] (sodium hydroxide), C1(=CC=CC=C1)C=1N(C=CC1)CCNC(C)=O (N-[2-(2-Phenylpyrrol-1-yl]-ethyl]acetamide), P(=O)(Cl)(Cl)Cl (phosphorus oxychloride), [OH-].[Na+] (sodium hydroxide). Solvent: C(C)O (ethanol), O (water). The product is C(\C=C\C(=O)O)(=O)O.CC=1C=2N(CCN1)C(=CC2)C2=CC=CC=C2 (3,4-dihydro-1-methyl-6-phenylpyrrolo[1,2-a]pyrazine fumarate). Yield: 57.0%. RXN SMILES: [C:1]1([C:7]2[N:8]([CH2:12][CH2:13][NH:14][C:15](=O)[CH3:16])[CH:9]=[CH:10][CH:11]=2)[CH:6]=[CH:5][CH:4]=[CH:3][CH:2]=1.P(Cl)(Cl)(Cl)=O.[OH-].[Na+].[C:25]([OH:32])(=[O:31])/[CH:26]=[CH:27]/[C:28]([OH:30])=[O:29]>O.C(O)C>[C:25]([OH:32])(=[O:31])/[CH:26]=[CH:27]/[C:28]([OH:30])=[O:29].[CH3:16][C:15]1[C:9]2[N:8]([C:7]([C:1]3[CH:6]=[CH:5][CH:4]=[CH:3][CH:2]=3)=[CH:11][CH:10]=2)[CH2:12][CH2:13][N:14]=1 |f:2.3,7.8|. Reported procedure: N-[2-(2-Phenylpyrrol-1-yl]-ethyl]acetamide (5.0 g) was added to 30 ml of phosphorus oxychloride under argon and the mixture was boiled under reflux for 1 hour. The cooled mixture was hydrolyzed with 100 ml of 2N sodium hydroxide solution and 230 ml of 28% sodium hydroxide solution (cooling with ice), diluted with 2000 ml of water and extracted with methylene chloride (1×350 ml, 3×200 ml). The organic phases were combined, dried with MgSO4 and freed from solvent. 1.0 g of a total of 4.5 g of crud... Starting materials: C1(=CC=CC=C1)P(C1=CC=CC=C1)C1=CC=CC=C1 (triphenylphosphine), O (H2O), NC1=NC=NC2=CC(=CC=C12)CN1C(CNCC1)=O (1-(4-amino-quinazolin-7-ylmethyl)-piperazin-2-one), COC1=CC=C(C=N1)/C=C/COC(C)=O (acetic acid 3-(6-methoxy-pyridin-3-yl)-(E)-allyl ester). Reagents/catalysts: C(C)(=O)[O-].[Pd+2].C(C)(=O)[O-] (palladium(II) acetate). Run in C(C)N(CC)CC (triethylamine), CC#N (CH3CN), CC#N (CH3CN). Conditions: temperature 80 celsius, time 5 minute. The product is NC1=NC=NC2=CC(=CC=C12)CN1C(CN(CC1)C\C=C\C=1C=NC(=CC1)OC)=O (1-(4-Amino-quinazolin-7-ylmethyl)-4-[3-(6-methoxy-pyridin-3-yl)-(E)-allyl]-piperazin-2-one). As a reaction SMILES: [NH2:1][C:2]1[C:11]2[C:6](=[CH:7][C:8]([CH2:12][N:13]3[CH2:18][CH2:17][NH:16][CH2:15][C:14]3=[O:19])=[CH:9][CH:10]=2)[N:5]=[CH:4][N:3]=1.[CH3:20][O:21][C:22]1[N:27]=[CH:26][C:25](/[CH:28]=[CH:29]/[CH2:30]OC(=O)C)=[CH:24][CH:23]=1.C1(P(C2C=CC=CC=2)C2C=CC=CC=2)C=CC=CC=1.O>CC#N.C([O-])(=O)C.[Pd+2].C([O-])(=O)C.C(N(CC)CC)C>[NH2:1][C:2]1[C:11]2[C:6](=[CH:7][C:8]([CH2:12][N:13]3[CH2:18][CH2:17][N:16]([CH2:30]/[CH:29]=[CH:28]/[C:25]4[CH:26]=[N:27][C:22]([O:21][CH3:20])=[CH:23][CH:24]=4)[CH2:15][C:14]3=[O:19])=[CH:9][CH:10]=2)[N:5]=[CH:4][N:3]=1 |f:5.6.7|. Procedure details: Nitrogen (g) is bubbled through a solution of 1-(4-amino-quinazolin-7-ylmethyl)-piperazin-2-one (100 mg, 0.39 mmol), EXAMPLE 72, in 2 mL of CH3CN. After 5 min, acetic acid 3-(6-methoxy-pyridin-3-yl)-(E)-allyl ester (75 mg, 0.36 mmol, prepared as described in EXAMPLE 19 in 2 mL of CH3CN, palladium(II) acetate (catalytic amount), triphenylphosphine (catalytic amount), 2 mL of H2O and 0.5 mL of triethylamine are added to the solution. The mixture is heated at 80° C. for 1 hours. At this time, the m... Reactants: Cl (hydrochloric acid), C1(=CC=CC=C1)CC(=O)OCC1=CC=CC=C1 (benzyl phenylacetate), C(Cl)Cl (methylene chloride), [Cl-].[Al+3].[Cl-].[Cl-] (aluminum chloride). Solvent: [N+](=O)([O-])C (nitromethane). Run at time 1 hour. Yields the product C1(=CC=CC=C1)CC(=O)O (phenylacetic acid). Isolated yield 86.9%. RXN SMILES: [C:1]1([CH2:7][C:8]([O:10]CC2C=CC=CC=2)=[O:9])[CH:6]=[CH:5][CH:4]=[CH:3][CH:2]=1.C(Cl)Cl.[Cl-].[Al+3].[Cl-].[Cl-].Cl>[N+](C)([O-])=O>[C:1]1([CH2:7][C:8]([OH:10])=[O:9])[CH:6]=[CH:5][CH:4]=[CH:3][CH:2]=1 |f:2.3.4.5|. Procedure details: A mixture of benzyl phenylacetate (218 mg), methylene chloride (2 ml), aluminum chloride (357 mg), and nitromethane (1 ml) is stirred for 1 hour under ice cooling. The mixture is acidified with cold dilute hydrochloric acid and extracted with methylene chloride. The organic layer is extracted again with 5% aqueous sodium hydrogen carbonate solution. The aqueous extract is acidified with hydrochloric acid, and extracted with ethyl acetate. The organic layer is dried over sodium sulfate and concen... The reactants are COC1=C2C(=C(N=C1)C1=NNC=C1)NC=C2C(C(=O)N2CCN(CC2)C2=NN=NN2C2=NC=CC=C2)=O (1-(4-methoxy-7-(1H-pyrazol-3-yl)-1H-pyrrolo[2,3-c]pyridin-3-yl)-2-(4-(1-(pyridin-2-yl)-1H-tetrazol-5-yl)piperazin-1-yl)ethane-1,2-dione), [H-].[Na+] (NaH), BrCC(=O)OC (methyl bromoacetate), BrCC(=O)OC (methyl bromoacetate). Solvent: CN(C)C=O (DMF). Conditions: time 5 minute. The product is C(=O)(O)CN1N=C(C=C1)C=1N=CC(=C2C1N(C=C2C(C(N2CCN(CC2)C2=NN=NN2C2=NC=CC=C2)=O)=O)CC(=O)O)OC (2-(7-(1-(carboxymethyl)-1H-pyrazol-3-yl)-4-methoxy-3-(2-oxo-2-(4-(1-(pyridin-2-yl)-1H-tetrazol-5-yl)piperazin-1-yl)acetyl)-1H-pyrrolo[2,3-c]pyridin-1-yl)acetic acid), solid. Isolated yield 20.9%. Reaction SMILES: [CH3:1][O:2][C:3]1[CH:8]=[N:7][C:6]([C:9]2[CH:13]=[CH:12][NH:11][N:10]=2)=[C:5]2[NH:14][CH:15]=[C:16]([C:17](=[O:37])[C:18]([N:20]3[CH2:25][CH2:24][N:23]([C:26]4[N:30]([C:31]5[CH:36]=[CH:35][CH:34]=[CH:33][N:32]=5)[N:29]=[N:28][N:27]=4)[CH2:22][CH2:21]3)=[O:19])[C:4]=12.[H-].[Na+].Br[CH2:41][C:42]([O:44]C)=[O:43]>CN(C=O)C>[C:42]([CH2:41][N:11]1[CH:12]=[CH:13][C:9]([C:6]2[N:7]=[CH:8][C:3]([O:2][CH3:1])=[C:4]3[C:16]([C:17](=[O:37])[C:18](=[O:19])[N:20]4[CH2:25][CH2:24][N:23]([C:26]5[N:30]([C:31]6[CH:36]=[CH:35][CH:34]=[CH:33][N:32]=6)[N:29]=[N:28][N:27]=5)[CH2:22][CH2:21]4)=[CH:15][N:14]([CH2:41][C:42]([OH:44])=[O:43])[C:5]=23)=[N:10]1)([OH:44])=[O:43] |f:1.2|. Reported procedure: To a solution of 1-(4-methoxy-7-(1H-pyrazol-3-yl)-1H-pyrrolo[2,3-c]pyridin-3-yl)-2-(4-(1-(pyridin-2-yl)-1H-tetrazol-5-yl)piperazin-1-yl)ethane-1,2-dione (0.207 g, 0.414 mmol) in DMF (2 mL) was added NaH (0.083 g, 2.072 mmol). The mixture was stirred for 5 minutes at rt and methyl bromoacetate (0.047 mL, 0.497 mmol) was added. The mixture was stirred at rt for 30 minutes. LC/MS showed starting material still present, so an additional 0.05 mL of methyl bromoacetate was added. The mixture was stirr... Procedure: Benzene sulfonyl chloride (1.16 mL, 9.1 mmol) was added to stirred solution of propargylamine (0.62 mL, 9.1 mmol) and dimethylaminopyridine (22 mg, 0.18 mmol) in pyridine (5 mL) at room temperature. The resulting solution was aged at ambient temperature for approximately 15 h. The reaction mixture was diluted with ethyl acetate and washed successively with 1N HCl and brine. The organic phase was dried (Na2SO4), filtered and concentrated in vacuo to furnish the title compound (i-2), which was use... Reaction conditions: time 15 hour. The solvent is N1=CC=CC=C1 (pyridine), C(C)(=O)OCC (ethyl acetate). Reactants: C(C#C)N (propargylamine), CN(C)C1=NC=CC=C1 (dimethylaminopyridine), C1(=CC=CC=C1)S(=O)(=O)Cl (Benzene sulfonyl chloride). Reaction SMILES: [C:1]1([S:7](Cl)(=[O:9])=[O:8])[CH:6]=[CH:5][CH:4]=[CH:3][CH:2]=1.[CH2:11]([NH2:14])[C:12]#[CH:13].CN(C1C=CC=CN=1)C>N1C=CC=CC=1.C(OCC)(=O)C>[CH2:11]([NH:14][S:7]([C:1]1[CH:6]=[CH:5][CH:4]=[CH:3][CH:2]=1)(=[O:9])=[O:8])[C:12]#[CH:13]. Product: C(C#C)NS(=O)(=O)C1=CC=CC=C1 (N-prop-2-yn-1-ylbenzenesulfonamide).